Dataset: the Open Reaction Database (ORD), a public repository of structured organic reaction records. Task: describe an organic reaction: reactants, conditions, products, and yield Starting materials: C(C)C1C(CCC(C(OC(C2CCCCN2C(C(C2(C(CC(C(C(CC(CC(=C1)C)C)OC)O2)OC)C)O)=O)=O)=O)C(=CC2CC(C(CC2)O)OC(C)C)C)C)=O (17-ethyl-1-hydroxy-12-[2'-(4"-hydroxy-3"-isopropyloxycyclohexyl)-1'-methylvinyl]-23,25-dimethoxy-13,19,21,27-tetramethyl-11,28-dioxa-4-azatricyclo[22.3.1.04,9 ]octacos-18-ene-2,3,10,16-tetraone), C(C)(C)N(CC)C(C)C (diisopropylethyl amine), [N+](=O)([O-])C1=C(C=CC=C1)S(=O)(=O)Cl (o-nitrophenylsulfonyl chloride). The reagents and catalysts are CN(C1=CC=NC=C1)C (4-dimethylaminopyridine). The solvent is C(Cl)Cl (methylene chloride), C(C)(=O)OCC (ethyl acetate). Run at time 23 hour. Product: C(C)C1C(CCC(C(OC(C2CCCCN2C(C(C2(C(CC(C(C(CC(CC(=C1)C)C)OC)O2)OC)C)O)=O)=O)=O)C(=CC2CC(C(CC2)OS(=O)(=O)C2=C(C=CC=C2)[N+](=O)[O-])OC(C)C)C)C)=O (17-Ethyl-1-hydroxy-12-[2'-(4"-(o-nitrophenylsulfonyloxy)-3"-isopropyloxycyclohexyl)-1'-methylvinyl]-23,25-dimethoxy-13,19,21,27-tetramethyl-11,28-dioxa-4-azatricyclo[22.3.1.04,9 ]octacos-18-ene-2,3,10,16-tetraone). Yield: 66.9%. RXN SMILES: [CH2:1]([CH:3]1[CH:29]=[C:28]([CH3:30])[CH2:27][CH:26]([CH3:31])[CH2:25][CH:24]([O:32][CH3:33])[CH:23]2[O:34][C:19]([OH:38])([CH:20]([CH3:37])[CH2:21][CH:22]2[O:35][CH3:36])[C:18](=[O:39])[C:17](=[O:40])[N:16]2[CH:11]([CH2:12][CH2:13][CH2:14][CH2:15]2)[C:10](=[O:41])[O:9][CH:8]([C:42]([CH3:55])=[CH:43][CH:44]2[CH2:49][CH2:48][CH:47]([OH:50])[CH:46]([O:51][CH:52]([CH3:54])[CH3:53])[CH2:45]2)[CH:7]([CH3:56])[CH2:6][CH2:5][C:4]1=[O:57])[CH3:2].C(N(C(C)C)CC)(C)C.[N+:67]([C:70]1[CH:75]=[CH:74][CH:73]=[CH:72][C:71]=1[S:76](Cl)(=[O:78])=[O:77])([O-:69])=[O:68]>C(Cl)Cl.CN(C)C1C=CN=CC=1.C(OCC)(=O)C>[CH2:1]([CH:3]1[CH:29]=[C:28]([CH3:30])[CH2:27][CH:26]([CH3:31])[CH2:25][CH:24]([O:32][CH3:33])[CH:23]2[O:34][C:19]([OH:38])([CH:20]([CH3:37])[CH2:21][CH:22]2[O:35][CH3:36])[C:18](=[O:39])[C:17](=[O:40])[N:16]2[CH:11]([CH2:12][CH2:13][CH2:14][CH2:15]2)[C:10](=[O:41])[O:9][CH:8]([C:42]([CH3:55])=[CH:43][CH:44]2[CH2:49][CH2:48][CH:47]([O:50][S:76]([C:71]3[CH:72]=[CH:73][CH:74]=[CH:75][C:70]=3[N+:67]([O-:69])=[O:68])(=[O:77])=[O:78])[CH:46]([O:51][CH:52]([CH3:54])[CH3:53])[CH2:45]2)[CH:7]([CH3:56])[CH2:6][CH2:5][C:4]1=[O:57])[CH3:2]. Procedure: To a solution of 17-ethyl-1-hydroxy-12-[2'-(4"-hydroxy-3"-isopropyloxycyclohexyl)-1'-methylvinyl]-23,25-dimethoxy-13,19,21,27-tetramethyl-11,28-dioxa-4-azatricyclo[22.3.1.04,9 ]octacos-18-ene-2,3,10,16-tetraone (158 mg) in dry methylene chloride (3.5 ml) was added an excess of diisopropylethyl amine (82 μl) and o-nitrophenylsulfonyl chloride (87 mg) followed by addition of 4-dimethylaminopyridine (58 mg). The mixture was stirred at room temperature for 23 hours at which time it was diluted with ... Starting materials: ClC1=C(C=NN1C1=CC(=CC=C1)Cl)C(=O)OCC (5-chloro-1-(3-chlorophenyl)-1H-pyrazole-4-carboxylic acid, ethyl ester), [OH-].[K+] (potassium hydroxide), Cl (hydrochloric acid), ice water. The solvent is 3A, C(C)O (ethanol). Yields the product ClC1=C(C=NN1C1=CC(=CC=C1)Cl)C(=O)O (5-chloro-1-(3-chlorophenyl)-1H-pyrazole-4-carboxylic acid). The yield is 81.1%. RXN SMILES: [Cl:1][C:2]1[N:6]([C:7]2[CH:12]=[CH:11][CH:10]=[C:9]([Cl:13])[CH:8]=2)[N:5]=[CH:4][C:3]=1[C:14]([O:16]CC)=[O:15].[OH-].[K+].Cl>C(O)C>[Cl:1][C:2]1[N:6]([C:7]2[CH:12]=[CH:11][CH:10]=[C:9]([Cl:13])[CH:8]=2)[N:5]=[CH:4][C:3]=1[C:14]([OH:16])=[O:15] |f:1.2|. Procedure: A mixture of 7.8 g of 5-chloro-1-(3-chlorophenyl)-1H-pyrazole-4-carboxylic acid, ethyl ester and 3.0 g of potassium hydroxide in 200 ml of 3A ethanol was refluxed for four hours. The solution was poured into ice water and acidified with hydrochloric acid. The aqueous acid solution was extracted with ethyl acetate. The organic phase was washed with water, dried, and concentrated under vacuum. The residue was recrystallized from ethanol to afford 5.7 g of 5-chloro-1-(3-chlorophenyl)-1H-pyrazole-4-... The reactants are CN1CCNCC1, O=C(O)c1cn(CCF)c2nc3cc(Cl)c(F)cc3cc2c1=O, c1ccncc1. Product: CN1CCN(c2cc3nc4c(cc3cc2F)c(=O)c(C(=O)O)cn4CCF)CC1. As a reaction SMILES: [CH3:24][N:25]1[CH2:26][CH2:27][NH:28][CH2:29][CH2:30]1.[Cl:1][c:2]1[c:3]([F:23])[cH:4][c:5]2[c:6]([n:7][c:8]3[n:9]([CH2:19][CH2:20][F:21])[cH:10][c:11]([C:16](=[O:17])[OH:18])[c:12](=[O:15])[c:13]3[cH:14]2)[cH:22]1.[cH:31]1[cH:32][cH:33][n:34][cH:35][cH:36]1>>[c:2]1([N:28]2[CH2:27][CH2:26][N:25]([CH3:24])[CH2:30][CH2:29]2)[c:3]([F:23])[cH:4][c:5]2[c:6]([n:7][c:8]3[n:9]([CH2:19][CH2:20][F:21])[cH:10][c:11]([C:16](=[O:17])[OH:18])[c:12](=[O:15])[c:13]3[cH:14]2)[cH:22]1. Product: BrC=1C=C2C(=NC1)N(C=C2C=2C=NN(C2)CCC2=CC=CC=C2)S(=O)(=O)C2=CC=C(C)C=C2 (5-bromo-3-(1-phenethyl-1H-pyrazol-4-yl)-1-tosyl-1H-pyrrolo[2,3-b]pyridine). The reactants are C([O-])([O-])=O.[Na+].[Na+] (sodium carbonate), 1,5-bromo-3-iodo-1-tosyl-1H-pyrrolo[2,3-b]pyridine, C(CC1=CC=CC=C1)N1N=CC(=C1)B1OC(C(O1)(C)C)(C)C (1-phenethyl-4-(4,4,5,5-tetramethyl-1,3,2-dioxaborolan-2-yl)-1H-pyrazole), BrC=1C=C2C(=NC1)N(C=C2I)S(=O)(=O)C2=CC=C(C)C=C2 (5-Bromo-3-iodo-1-tosyl-1H-pyrrolo[2,3-b]pyridine), C(CC1=CC=CC=C1)N1N=CC(=C1)B1OC(C(O1)(C)C)(C)C (1-phenethyl-4-(4,4,5,5-tetramethyl-1,3,2-dioxaborolan-2-yl)-1H-pyrazole). Isolated yield 44.0%. As a reaction SMILES: [Br:1][C:2]1[CH:3]=[C:4]2[C:10](I)=[CH:9][N:8]([S:12]([C:15]3[CH:21]=[CH:20][C:18]([CH3:19])=[CH:17][CH:16]=3)(=[O:14])=[O:13])[C:5]2=[N:6][CH:7]=1.[CH2:22]([N:30]1[CH:34]=[C:33](B2OC(C)(C)C(C)(C)O2)[CH:32]=[N:31]1)[CH2:23][C:24]1[CH:29]=[CH:28][CH:27]=[CH:26][CH:25]=1.C(=O)([O-])[O-].[Na+].[Na+]>C1(C)C=CC=CC=1.C(O)C.O.Cl[Pd](Cl)([P](C1C=CC=CC=1)(C1C=CC=CC=1)C1C=CC=CC=1)[P](C1C=CC=CC=1)(C1C=CC=CC=1)C1C=CC=CC=1>[Br:1][C:2]1[CH:3]=[C:4]2[C:10]([C:33]3[CH:32]=[N:31][N:30]([CH2:22][CH2:23][C:24]4[CH:29]=[CH:28][CH:27]=[CH:26][CH:25]=4)[CH:34]=3)=[CH:9][N:8]([S:12]([C:15]3[CH:21]=[CH:20][C:18]([CH3:19])=[CH:17][CH:16]=3)(=[O:14])=[O:13])[C:5]2=[N:6][CH:7]=1 |f:2.3.4,5.6.7,^1:63,82|. Reagents/catalysts: Cl[Pd]([P](C1=CC=CC=C1)(C2=CC=CC=C2)C3=CC=CC=C3)([P](C4=CC=CC=C4)(C5=CC=CC=C5)C6=CC=CC=C6)Cl (Pd(PPh3)2Cl2). Procedure: Using similar reaction conditions as described in step-i of example-1,5-bromo-3-iodo-1-tosyl-1H-pyrrolo[2,3-b]pyridine (Intermediate 1) (400 mg, 0.838 mmol) was coupled with 1-phenethyl-4-(4,4,5,5-tetramethyl-1,3,2-dioxaborolan-2-yl)-1H-pyrazole (Intermediate 59) (250 mg, 0.838 mmol) using sodium carbonate (266 mg, 2.515 mmol) and Pd(PPh3)2Cl2 (30 mg, 0.041 mmol) in toluene/ethanol/water (20/10/5 ml) to afford 191 mg (44% yield) of the pure product after column purification using 20% ethyl aceta... Run in C1(=CC=CC=C1)C.C(C)O.O (toluene ethanol water).